Dataset: the Open Reaction Database (ORD), a public repository of structured organic reaction records. Task: describe an organic reaction: reactants, conditions, products, and yield Reactants: CC(=O)O[BH-](OC(C)=O)OC(C)=O, COc1ccc(CN)cc1, ClCCl, [Na+], COc1ccc2ncnc(CCC3(O)CCC(=O)CC3)c2c1. Yields the product COc1ccc(CNC2CCC(O)(CCc3ncnc4ccc(OC)cc34)CC2)cc1. Reaction SMILES: [C:11]([O:12][BH-:13]([O:14][C:15](=[O:16])[CH3:17])[O:18][C:19](=[O:20])[CH3:21])(=[O:22])[CH3:23].[CH3:1][O:2][c:3]1[cH:4][cH:5][c:6]([CH2:7][NH2:8])[cH:9][cH:10]1.[Cl:47][CH2:48][Cl:49].[Na+:24].[OH:25][C:26]1([CH2:33][CH2:34][c:35]2[n:36][cH:37][n:38][c:39]3[cH:40][cH:41][c:42]([O:45][CH3:46])[cH:43][c:44]23)[CH2:27][CH2:28][C:29](=[O:32])[CH2:30][CH2:31]1>>[CH3:1][O:2][c:3]1[cH:4][cH:5][c:6]([CH2:7][NH:8][CH:29]2[CH2:28][CH2:27][C:26]([OH:25])([CH2:33][CH2:34][c:35]3[n:36][cH:37][n:38][c:39]4[cH:40][cH:41][c:42]([O:45][CH3:46])[cH:43][c:44]34)[CH2:31][CH2:30]2)[cH:9][cH:10]1. Starting materials: COC(=O)c1cc(OCc2ccccc2)cc(-c2cccc(F)c2)c1, Cl, [Li+], [OH-], O. The product is O=C(O)c1cc(OCc2ccccc2)cc(-c2cccc(F)c2)c1. As a reaction SMILES: [CH3:1][O:2][C:3](=[O:4])[c:5]1[cH:6][c:7](-[c:19]2[cH:20][c:21]([F:25])[cH:22][cH:23][cH:24]2)[cH:8][c:9]([O:11][CH2:12][c:13]2[cH:14][cH:15][cH:16][cH:17][cH:18]2)[cH:10]1.[ClH:28].[Li+:27].[OH-:26].[OH2:29]>>[O:2]=[C:3]([OH:4])[c:5]1[cH:6][c:7](-[c:19]2[cH:20][c:21]([F:25])[cH:22][cH:23][cH:24]2)[cH:8][c:9]([O:11][CH2:12][c:13]2[cH:14][cH:15][cH:16][cH:17][cH:18]2)[cH:10]1. The reactants are Nc1nc2nc(SCc3ccccc3)nc(Cl)c2s1, CC(C)(N)CO, C1CCOC1. Yields the product CC(C)(CO)Nc1nc(SCc2ccccc2)nc2nc(N)sc12. RXN SMILES: [Cl:1][c:2]1[c:3]2[c:4]([n:5][c:6]([S:8][CH2:9][c:10]3[cH:11][cH:12][cH:13][cH:14][cH:15]3)[n:7]1)[n:16][c:17]([NH2:19])[s:18]2.[NH2:20][C:21]([CH2:22][OH:23])([CH3:24])[CH3:25].[O:26]1[CH2:27][CH2:28][CH2:29][CH2:30]1>>[c:2]1([NH:20][C:21]([CH2:22][OH:23])([CH3:24])[CH3:25])[c:3]2[c:4]([n:5][c:6]([S:8][CH2:9][c:10]3[cH:11][cH:12][cH:13][cH:14][cH:15]3)[n:7]1)[n:16][c:17]([NH2:19])[s:18]2. Reactants: C(C)OC(C(C(C(=C)C)O)NC=O)=O (2-formylamino-3-hydroxy-4-methyl-4-pentenoic acid ethyl ester), S(=O)(Br)Br (thionyl bromide), P(OCC)(OCC)OCC (triethyl phosphite). Product: C(C)OC(C(\C=C(\CP(=O)(OCC)OCC)/C)NC=O)=O (E-2-formylamino-4-methyl-5-diethylphosphono-3-pentenoic acid ethyl ester). RXN SMILES: [CH2:1]([O:3][C:4](=[O:14])[CH:5]([NH:11][CH:12]=[O:13])[CH:6](O)[C:7]([CH3:9])=[CH2:8])[CH3:2].S(Br)(Br)=O.[P:19]([O:26]CC)([O:23][CH2:24][CH3:25])[O:20][CH2:21][CH3:22]>>[CH2:1]([O:3][C:4](=[O:14])[CH:5]([NH:11][CH:12]=[O:13])/[CH:6]=[C:7](\[CH3:9])/[CH2:8][P:19]([O:23][CH2:24][CH3:25])([O:20][CH2:21][CH3:22])=[O:26])[CH3:2]. Procedure details: By reaction of 2-formylamino-3-hydroxy-4-methyl-4-pentenoic acid ethyl ester with thionyl bromide and subsequent treatment with triethyl phosphite in a manner analogous to that described in Example 1, E-2-formylamino-4-methyl-5-diethylphosphono-3-pentenoic acid ethyl ester is obtained in the form of a pale yellow oil.